Task: describe an organic reaction: reactants, conditions, products, and yield. Dataset: the Open Reaction Database (ORD), a public repository of structured organic reaction records Starting materials: BrC=1C=C(CN2CC(C2)C(=O)OC)C=C(C1)[N+](=O)[O-] (Methyl 1-(3-bromo-5-nitrobenzyl)azetidine-3-carboxylate), CC1=NC=CC(=C1)B(O)O (2-methylpyridin-4-ylboronic acid), C(=O)([O-])[O-].[Na+].[Na+] (Na2CO3). Reagents/catalysts: Cl[Pd]([P](C1=CC=CC=C1)(C2=CC=CC=C2)C3=CC=CC=C3)([P](C4=CC=CC=C4)(C5=CC=CC=C5)C6=CC=CC=C6)Cl (bis(triphenylphosphine)palladium(ii) chloride). The solvent is CN(C)C=O (DMF). Conditions: temperature 50 celsius, time 3.5 hour. Yields the product CC1=NC=CC(=C1)C=1C=C(CN2CC(C2)C(=O)OC)C=C(C1)[N+](=O)[O-] (Methyl 1-(3-(2-methylpyridin-4-yl)-5-nitrobenzyl)azetidine-3-carboxylate). Isolated yield 59.8%. Reaction SMILES: Br[C:2]1[CH:3]=[C:4]([CH:14]=[C:15]([N+:17]([O-:19])=[O:18])[CH:16]=1)[CH2:5][N:6]1[CH2:9][CH:8]([C:10]([O:12][CH3:13])=[O:11])[CH2:7]1.[CH3:20][C:21]1[CH:26]=[C:25](B(O)O)[CH:24]=[CH:23][N:22]=1.C([O-])([O-])=O.[Na+].[Na+]>CN(C=O)C.Cl[Pd](Cl)([P](C1C=CC=CC=1)(C1C=CC=CC=1)C1C=CC=CC=1)[P](C1C=CC=CC=1)(C1C=CC=CC=1)C1C=CC=CC=1>[CH3:20][C:21]1[CH:26]=[C:25]([C:2]2[CH:3]=[C:4]([CH:14]=[C:15]([N+:17]([O-:19])=[O:18])[CH:16]=2)[CH2:5][N:6]2[CH2:9][CH:8]([C:10]([O:12][CH3:13])=[O:11])[CH2:7]2)[CH:24]=[CH:23][N:22]=1 |f:2.3.4,^1:43,62|. Procedure: To a rt solution of 79.D (2.42 g, 7.4 mmol) and 2-methylpyridin-4-ylboronic acid (available from CombiPhos Catalysts, Inc.) (2.52 g, 18.4 mmol) in DMF (22 mL) was added saturated aqueous Na2CO3 (5 mL) followed by bis(triphenylphosphine)palladium(ii) chloride (265 mg, 0.37 mmol) After being purged with N2 for 15 mins, the mixture was stirred at 50° C. under N2 atmosphere for 3.5 hrs. The reaction solution was cooled, diluted with water (35 mL), treated with acetic acid to pH=7, and extracted with...